This data is from the Open Reaction Database (ORD), a public repository of structured organic reaction records. The task is: describe an organic reaction: reactants, conditions, products, and yield The reactants are CCCC(C)S(=O)(=O)C1=C(C(=O)N2C(CCCCC2)=O)C=CC=C1 (N-[(4-pentylsulfonyl)benzoyl]caprolactam), C1(CCCCN1)=O (valerolactam). Product: CCCC(C)S(=O)(=O)C1=C(C(=O)N2C(CCCC2)=O)C=CC=C1 (N-[(4-pentylsulfonyl)benzoyl]valerolactam). RXN SMILES: [CH3:1][CH2:2][CH2:3][CH:4]([S:6]([C:9]1[CH:24]=[CH:23][CH:22]=[CH:21][C:10]=1[C:11]([N:13]1[CH2:19][CH2:18][CH2:17][CH2:16]C[C:14]1=[O:20])=[O:12])(=[O:8])=[O:7])[CH3:5].C1(=O)NCCCC1>>[CH3:1][CH2:2][CH2:3][CH:4]([S:6]([C:9]1[CH:24]=[CH:23][CH:22]=[CH:21][C:10]=1[C:11]([N:13]1[CH2:19][CH2:18][CH2:17][CH2:16][C:14]1=[O:20])=[O:12])(=[O:7])=[O:8])[CH3:5]. Procedure: Synthesized as for N-[(4-pentylsulfonyl)benzoyl]caprolactam (Example V) using valerolactam (Aldrich) in place of caprolactam.